From a dataset of the Open Reaction Database (ORD), a public repository of structured organic reaction records. describe an organic reaction: reactants, conditions, products, and yield Reactants: FC1=C(C(=CC=C1)F)C(C)=O (2′,6′-difluoro acetophenone), N1CCCC1 (pyrrolidine), CC1=NC(=C(C(=N1)Cl)[N+](=O)[O-])Cl (2-methyl-4,6-dichloro-5-nitropyrimidine), C(C)(C)N(C(C)C)CC (N,N-diisopropylethylamine), N1CCCCC1 (piperidine), Cl[Sn]Cl (SnCl2), FC1=C(C(=CC=C1)F)C(=C)N1CCCC1 ([1-(2,6-difluorophenyl)vinyl]pyrrolidine). Reagents/catalysts: Cl[Ti](Cl)(Cl)Cl (TiCl4). The solvent is CN(C)C=O (DMF), CCN(CC)CC (NEt3). Yields the product FC1=C(C(=CC=C1)F)C1CC(CC(N1)C)C1=NC=C2C(N1)=CC=N2 (6-(2,6-difluorophenyl)-2-methyl-4-piperidylpyrrolo[3,2-d]pyrimidine). Yield: 11.0%. RXN SMILES: FC1C=CC=C(F)[C:3]=1[C:9]([N:11]1CCCC1)=[CH2:10].[F:16][C:17]1[CH:22]=[CH:21][CH:20]=[C:19]([F:23])[C:18]=1[C:24](=O)[CH3:25].N1CC[CH2:29][CH2:28]1.[CH3:32][C:33]1[N:38]=[C:37](Cl)[C:36]([N+:40]([O-])=O)=[C:35](Cl)[N:34]=1.C(N(CC)C(C)C)(C)C.N1CCCCC1.Cl[Sn]Cl>CN(C=O)C.Cl[Ti](Cl)(Cl)Cl.CCN(CC)CC>[F:16][C:17]1[CH:22]=[CH:21][CH:20]=[C:19]([F:23])[C:18]=1[CH:24]1[NH:11][CH:9]([CH3:10])[CH2:3][CH:32]([C:33]2[NH:38][C:37]3=[CH:28][CH:29]=[N:40][C:36]3=[CH:35][N:34]=2)[CH2:25]1. Procedure: Using the method described in Example 30 by employing [1-(2,6-difluorophenyl)vinyl]pyrrolidine (freshly prepared before use from 2′,6′-difluoro acetophenone (Aldrich Chemical Company), pyrrolidine and TiCl4 (1.51 g, 7.22 mmol), 2-methyl-4,6-dichloro-5-nitropyrimidine (Example 76(b)) (1.20 g, 5.79 mmol), N,N-diisopropylethylamine (1.3 mL, 7.22 mmol), piperidine (1.2 mL, 11.6 mmol), NEt3 (1.2 mL) and SnCl2 (22 mL of a 2 M soln in DMF). The residue was purified by flash chromatography on silica gel...